Dataset: the Open Reaction Database (ORD), a public repository of structured organic reaction records. Task: describe an organic reaction: reactants, conditions, products, and yield Starting materials: O=C([O-])O, Nc1ccccc1C(=O)NCc1ccc(Cl)c(Cl)c1, [Na+], C1COCCO1, S=P12SP3(=S)SP(=S)(S1)SP(=S)(S2)S3. Product: Nc1ccccc1C(=S)NCc1ccc(Cl)c(Cl)c1. Reaction SMILES: [C:34](=[O:35])([OH:36])[O-:37].[NH2:1][c:2]1[c:3]([C:4](=[O:5])[NH:6][CH2:7][c:8]2[cH:9][c:10]([Cl:15])[c:11]([Cl:14])[cH:12][cH:13]2)[cH:16][cH:17][cH:18][cH:19]1.[Na+:38].[O:39]1[CH2:40][CH2:41][O:42][CH2:43][CH2:44]1.[P:20]12(=[S:21])[S:22][P:23]3(=[S:33])[S:24][P:25](=[S:31])([S:26][P:27](=[S:30])([S:28]3)[S:29]1)[S:32]2>>[NH2:1][c:2]1[c:3]([C:4]([NH:6][CH2:7][c:8]2[cH:9][c:10]([Cl:15])[c:11]([Cl:14])[cH:12][cH:13]2)=[S:21])[cH:16][cH:17][cH:18][cH:19]1. The reactants are [H-], CI, [Na+], CN(C)C=O, CC(Nc1nccc(-n2cnc3cc(N4CCNC4=O)ccc32)n1)c1ccccc1. The product is CC(Nc1nccc(-n2cnc3cc(N4CCN(C)C4=O)ccc32)n1)c1ccccc1. Reaction SMILES: [H-:32].[I:33][CH3:34].[Na+:31].[O:35]=[CH:36][N:37]([CH3:38])[CH3:39].[c:1]1([CH:7]([CH3:8])[NH:9][c:10]2[n:11][cH:12][cH:13][c:14](-[n:16]3[cH:17][n:18][c:19]4[c:20]3[cH:21][cH:22][c:23]([N:25]3[C:26](=[O:30])[NH:27][CH2:28][CH2:29]3)[cH:24]4)[n:15]2)[cH:2][cH:3][cH:4][cH:5][cH:6]1>>[c:1]1([CH:7]([CH3:8])[NH:9][c:10]2[n:11][cH:12][cH:13][c:14](-[n:16]3[cH:17][n:18][c:19]4[c:20]3[cH:21][cH:22][c:23]([N:25]3[C:26](=[O:30])[N:27]([CH3:34])[CH2:28][CH2:29]3)[cH:24]4)[n:15]2)[cH:2][cH:3][cH:4][cH:5][cH:6]1. Reactants: CN1C(CC[C@@]2(C3=C(CC[C@@H]12)C=C(C=C3)Br)C)=O ((+)-(4aR)-(10bR)-4-methyl-8-bromo-10b-methyl-1,2,3,4,4a,5,6,10b-octahydrobenzo[f]quinolin-3-one), COC=1C=C(C=CC1OC)B(O)O (3,4-dimethoxyphenylboronic acid), C([O-])([O-])=O.[Na+].[Na+] (sodium carbonate). The reagents and catalysts are [Pd].C1(=CC=CC=C1)P(C1=CC=CC=C1)C1=CC=CC=C1.C1(=CC=CC=C1)P(C1=CC=CC=C1)C1=CC=CC=C1.C1(=CC=CC=C1)P(C1=CC=CC=C1)C1=CC=CC=C1.C1(=CC=CC=C1)P(C1=CC=CC=C1)C1=CC=CC=C1 (tetrakis(triphenylphosphine) palladium (0)). The solvent is C(Cl)(Cl)Cl (chloroform). Product: CN1C(CC[C@@]2(C3=C(CC[C@@H]12)C=C(C=C3)C3=CC(=C(C=C3)OC)OC)C)=O ((+)-(4aR)-(10bR)-4-methyl-8-(3,4-dimethoxyphenyl)-10b-methyl-1,2,3,4,4a,5,6,10b-octahydrobenzo[f]quinolin-3-one). Yield: 72.0%. As a reaction SMILES: [CH3:1][N:2]1[C@H:11]2[C@@:6]([CH3:17])([C:7]3[CH:15]=[CH:14][C:13](Br)=[CH:12][C:8]=3[CH2:9][CH2:10]2)[CH2:5][CH2:4][C:3]1=[O:18].[CH3:19][O:20][C:21]1[CH:22]=[C:23](B(O)O)[CH:24]=[CH:25][C:26]=1[O:27][CH3:28].C(=O)([O-])[O-].[Na+].[Na+]>C(Cl)(Cl)Cl.[Pd].C1(P(C2C=CC=CC=2)C2C=CC=CC=2)C=CC=CC=1.C1(P(C2C=CC=CC=2)C2C=CC=CC=2)C=CC=CC=1.C1(P(C2C=CC=CC=2)C2C=CC=CC=2)C=CC=CC=1.C1(P(C2C=CC=CC=2)C2C=CC=CC=2)C=CC=CC=1>[CH3:1][N:2]1[C@H:11]2[C@@:6]([CH3:17])([C:7]3[CH:15]=[CH:14][C:13]([C:24]4[CH:23]=[CH:22][C:21]([O:20][CH3:19])=[C:26]([O:27][CH3:28])[CH:25]=4)=[CH:12][C:8]=3[CH2:9][CH2:10]2)[CH2:5][CH2:4][C:3]1=[O:18] |f:2.3.4,6.7.8.9.10|. Procedure details: A 15 mL round bottom flask was charged with (+)-(4aR)-(10bR)-4-methyl-8-bromo-10b-methyl-1,2,3,4,4a,5,6,10b-octahydrobenzo[f]quinolin-3-one (200 mg, 0.65 mmol), tetrakis(triphenylphosphine) palladium (0) (23 mg, 0.02 mmol), 3,4-dimethoxyphenylboronic acid (142 mg, 0.78 mmol), 0.65 mL of 2M sodium carbonate solution and 2 mL of THE, fitted with a reflux condenser, and the stirred mixture was heated at 80°, under nitrogen, for 24 h. The mixture was cooled, diluted with chloroform (75 mL) and washe... The reactants are [BH3-]C#N, CC(=O)O, CO, NCC(O)c1ccc(F)cc1, [Na+], O=Cc1ccc(Oc2cnccn2)cc1. The product is OC(CNCc1ccc(Oc2cnccn2)cc1)c1ccc(F)cc1. RXN SMILES: [C:1]([BH3-:2])#[N:3].[CH3:31][C:32](=[O:33])[OH:34].[CH3:35][OH:36].[NH2:5][CH2:6][CH:7]([OH:8])[c:9]1[cH:10][cH:11][c:12]([F:15])[cH:13][cH:14]1.[Na+:4].[n:16]1[c:17]([O:22][c:23]2[cH:24][cH:25][c:26]([CH:27]=[O:28])[cH:29][cH:30]2)[cH:18][n:19][cH:20][cH:21]1>>[NH:5]([CH2:6][CH:7]([OH:8])[c:9]1[cH:10][cH:11][c:12]([F:15])[cH:13][cH:14]1)[CH2:27][c:26]1[cH:25][cH:24][c:23]([O:22][c:17]2[n:16][cH:21][cH:20][n:19][cH:18]2)[cH:30][cH:29]1. Starting materials: CN(CCCN1CCSc2cc(NC(=N)c3cccs3)ccc21)C(=O)OC(C)(C)C, Cl. The product is CNCCCN1CCSc2cc(NC(=N)c3cccs3)ccc21. As a reaction SMILES: [CH3:1][N:2]([C:3](=[O:4])[O:5][C:6]([CH3:7])([CH3:8])[CH3:9])[CH2:10][CH2:11][CH2:12][N:13]1[c:14]2[c:15]([cH:19][c:20]([NH:23][C:24](=[NH:25])[c:26]3[s:27][cH:28][cH:29][cH:30]3)[cH:21][cH:22]2)[S:16][CH2:17][CH2:18]1.[ClH:31]>>[CH3:1][NH:2][CH2:10][CH2:11][CH2:12][N:13]1[c:14]2[c:15]([cH:19][c:20]([NH:23][C:24](=[NH:25])[c:26]3[s:27][cH:28][cH:29][cH:30]3)[cH:21][cH:22]2)[S:16][CH2:17][CH2:18]1. Reactants: [BH4-].[Na+] (sodium borohydride), ClC1=C(C(=NN1C1=CC=CC=C1)C1=CC=C(C=C1)Cl)C=O (5-chloro-3-p-chlorophenyl-1-phenyl-pyrazole-4-carboxaldehyde). Solvent: CN(C=O)C (dimethylformamide), O (water). Yields the product ClC1=C(C(=NN1C1=CC=CC=C1)C1=CC=C(C=C1)Cl)CO (5-Chloro-3-p-chlorophenyl-4-hydroxymethyl-1-phenyl-pyrazole). Isolated yield 95.0%. As a reaction SMILES: [BH4-].[Na+].[Cl:3][C:4]1[N:8]([C:9]2[CH:14]=[CH:13][CH:12]=[CH:11][CH:10]=2)[N:7]=[C:6]([C:15]2[CH:20]=[CH:19][C:18]([Cl:21])=[CH:17][CH:16]=2)[C:5]=1[CH:22]=[O:23]>CN(C)C=O.O>[Cl:3][C:4]1[N:8]([C:9]2[CH:10]=[CH:11][CH:12]=[CH:13][CH:14]=2)[N:7]=[C:6]([C:15]2[CH:20]=[CH:19][C:18]([Cl:21])=[CH:17][CH:16]=2)[C:5]=1[CH2:22][OH:23] |f:0.1|. Procedure: 2.8 g of sodium borohydride are added to a suspension of 46.4 g of 5-chloro-3-p-chlorophenyl-1-phenyl-pyrazole-4-carboxaldehyde in 700 ml of dimethylformamide and 100 ml of water, the temperature possibly rising to 35°. After 30 minutes purification is carried out with active charcoal, precipitation is carried out with 700 ml of water and the precipitate is well washed. 5-Chloro-3-p-chlorophenyl-4-hydroxymethyl-1-phenyl-pyrazole is obtained with a 95 % yield; F 152.5°-153.5° (from acetone). Reactants: C[Si](C)(C)C=[N+]=[N-], CCOCC, CO, N#Cc1cnn(-c2cccc(C(=O)O)c2)c1N, Cc1ccccc1. The product is COC(=O)c1cccc(-n2ncc(C#N)c2N)c1. As a reaction SMILES: [CH3:18][Si:19]([CH:20]=[N+:21]=[N-:22])([CH3:23])[CH3:24].[CH3:25][CH2:26][O:27][CH2:28][CH3:29].[CH3:30][OH:31].[NH2:1][c:2]1[c:3]([C:16]#[N:17])[cH:4][n:5][n:6]1-[c:7]1[cH:8][c:9]([C:10](=[O:11])[OH:12])[cH:13][cH:14][cH:15]1.[c:32]1([CH3:33])[cH:34][cH:35][cH:36][cH:37][cH:38]1>>[NH2:1][c:2]1[c:3]([C:16]#[N:17])[cH:4][n:5][n:6]1-[c:7]1[cH:8][c:9]([C:10]([O:11][CH3:18])=[O:12])[cH:13][cH:14][cH:15]1. Starting materials: B(Cl)(Cl)Cl (boron trichloride), NC1=NC(N(C=C1)C1S[C@@H]([C@H]([C@@H]1F)OCC1=CC=C(C=C1)Cl)COCC1=CC=C(C=C1)Cl)=O ((3S,4S,5R)-2-(4-amino-2-oxo-1,2-dihydropyrimidin-1-yl)-4-((4-chlorobenzyl)oxy)-5-(((4-chlorobenzyl)oxy)methyl)-3-fluorothiolane), CO (methanol). Solvent: C(Cl)Cl (methylene chloride), C(Cl)Cl (methylene chloride). Run at temperature 0 celsius. Yields the product NC1=NC(N(C=C1)C1[C@H]([C@@H]([C@H](S1)CO)O)F)=O ((2R,3S,4S)-5-(4-amino-2-oxo-1,2-dihydropyrimidin-1-yl)-4-fluoro-2-(hydroxymethyl)thiolan-3-ol). The yield is 72.4%. Reaction SMILES: B(Cl)(Cl)Cl.[NH2:5][C:6]1[CH:11]=[CH:10][N:9]([CH:12]2[C@@H:16]([F:17])[C@H:15]([O:18]CC3C=CC(Cl)=CC=3)[C@@H:14]([CH2:27][O:28]CC3C=CC(Cl)=CC=3)[S:13]2)[C:8](=[O:37])[N:7]=1.CO>C(Cl)Cl>[NH2:5][C:6]1[CH:11]=[CH:10][N:9]([CH:12]2[S:13][C@H:14]([CH2:27][OH:28])[C@@H:15]([OH:18])[C@@H:16]2[F:17])[C:8](=[O:37])[N:7]=1. Procedure details: In a nitrogen atmosphere, 6.8 mL of a methylene chloride solution of 1 mol/L boron trichloride was added to a solution of 0.17 g of (3S,4S,5R)-2-(4-amino-2-oxo-1,2-dihydropyrimidin-1-yl)-4-((4-chlorobenzyl)oxy)-5-(((4-chlorobenzyl)oxy)methyl)-3-fluorothiolane in 11 mL of methylene chloride under cooling on dry ice/acetone, and the obtained mixture was then stirred at the same temperature as described above for 3.5 hours. Thereafter, the temperature of the reaction mixture was increased to 0° C.,...